From a dataset of the Open Reaction Database (ORD), a public repository of structured organic reaction records. describe an organic reaction: reactants, conditions, products, and yield Starting materials: Cl.C(CC)OC=1C=C(CN)C=CC1OC (3-n-propoxy-4-methoxybenzylamine hydrochloride), O1CCOCC1 (1,4-dioxane), ClC=1C(N(N=CC1Cl)C(C)C)=O (4,5-dichloro-2-i-propyl-3(2H)pyridazinone), C([O-])([O-])=O.[K+].[K+] (potassium carbonate). The solvent is O (water). Reaction conditions: time 8 hour. Yields the product ClC=1C(N(N=CC1NCC1=CC(=C(C=C1)OC)OCCC)C(C)C)=O (4-Chloro-5-(3-n-propoxy-4-methoxybenzylamino)-2-i-propyl-3(2H)pyridazinone). Reaction SMILES: Cl.[CH2:2]([O:5][C:6]1[CH:7]=[C:8]([CH:11]=[CH:12][C:13]=1[O:14][CH3:15])[CH2:9][NH2:10])[CH2:3][CH3:4].[Cl:16][C:17]1[C:18](=[O:27])[N:19]([CH:24]([CH3:26])[CH3:25])[N:20]=[CH:21][C:22]=1Cl.C(=O)([O-])[O-].[K+].[K+].O1CCOCC1>O>[Cl:16][C:17]1[C:18](=[O:27])[N:19]([CH:24]([CH3:25])[CH3:26])[N:20]=[CH:21][C:22]=1[NH:10][CH2:9][C:8]1[CH:11]=[CH:12][C:13]([O:14][CH3:15])=[C:6]([O:5][CH2:2][CH2:3][CH3:4])[CH:7]=1 |f:0.1,3.4.5|. Procedure details: A mixture comprising 1.34 g of 3-n-propoxy-4-methoxybenzylamine hydrochloride, 0.4 g of 4,5-dichloro-2-i-propyl-3(2H)pyridazinone, 1.08 g of potassium carbonate, 6 ml of 1,4-dioxane and 18 ml of water was refluxed under stirring for 8 hours. The solvent was distilled off under reduced pressure, and water was added to the the residue thereby obtained, and then the mixture was extracted with ethyl acetate. The extract was washed successively with diluted hydrochloric acid, water and a saturated so... Reactants: BrC1=CC2=C(N3C(=N2)CCC3)C=C1C (6-Bromo-7-methyl-2,3-dihydro-1H-pyrrolo[1,2-a] benzimidazole), mixture, [N+](=O)(O)[O-] (nitric acid), S(O)(O)(=O)=O (sulphuric acid), C([O-])(O)=O.[Na+] (sodium bicarbonate), [K+].[Br-] (KBr). Run in C(Cl)(Cl)Cl.CO (chloroform methanol). The product is BrC1=C(C2=C(N3C(=N2)CCC3)C=C1C)[N+](=O)[O-] (6-Bromo-7-methyl-5-nitro-2,3-dihydro-1H-pyrrolo [1,2-a]benzimidazole). As a reaction SMILES: [Br:1][C:2]1[C:13]([CH3:14])=[CH:12][C:5]2[N:6]3[CH2:11][CH2:10][CH2:9][C:7]3=[N:8][C:4]=2[CH:3]=1.[N+:15]([O-])([OH:17])=[O:16].S(=O)(=O)(O)O.C(=O)(O)[O-].[Na+].[K+].[Br-]>C(Cl)(Cl)Cl.CO>[Br:1][C:2]1[C:13]([CH3:14])=[CH:12][C:5]2[N:6]3[CH2:11][CH2:10][CH2:9][C:7]3=[N:8][C:4]=2[C:3]=1[N+:15]([O-:17])=[O:16] |f:3.4,5.6,7.8|. Procedure: A solution of 245 mg (0.97 mmol) of 23 in a 5 mL mixture of fuming nitric acid and concentrated sulphuric acid (4:1) was stirred in an ice bath for 10 min. The completed reaction was poured over cracked ice and the pH of resulting solution adjusted to 6.5 with aqueous sodium bicarbonate. Extraction of this solution with 3×50 mL portions of chloroform, drying the extracts (sodium sulfate), and then concentration afforded a yellow solid, 165 mg (57%). Recrystallization from chloroform/hexane affor... Reactants: CC1NCCN(CCCc2ccccc2)C1C, c1ccccc1, O=C(Cl)c1ccco1. The product is Cl, CC1C(C)N(C(=O)c2ccco2)CCN1CCCc1ccccc1. Reaction SMILES: [c:1]1([CH2:7][CH2:8][CH2:9][N:10]2[CH:11]([CH3:17])[CH:12]([CH3:16])[NH:13][CH2:14][CH2:15]2)[cH:2][cH:3][cH:4][cH:5][cH:6]1.[cH:26]1[cH:27][cH:28][cH:29][cH:30][cH:31]1.[o:18]1[c:19]([C:23](=[O:24])[Cl:25])[cH:20][cH:21][cH:22]1>>[ClH:25].[c:1]1([CH2:7][CH2:8][CH2:9][N:10]2[CH:11]([CH3:17])[CH:12]([CH3:16])[N:13]([C:23]([c:19]3[o:18][cH:22][cH:21][cH:20]3)=[O:24])[CH2:14][CH2:15]2)[cH:2][cH:3][cH:4][cH:5][cH:6]1. The reactants are O=C([O-])O, ClCCl, CS(=O)(=O)Cl, CCOC(C)=O, COc1cc(C=C2CCC3CNCC(c4cc(F)c(F)c(F)c4)N3C2=O)ccc1-n1cnc(C)c1, [Na+], O. Yields the product COc1cc(C=C2CCC3CN(S(C)(=O)=O)CC(c4cc(F)c(F)c(F)c4)N3C2=O)ccc1-n1cnc(C)c1. As a reaction SMILES: [C:48](=[O:49])([OH:50])[O-:51].[CH2:53]([Cl:54])[Cl:55].[CH3:1][S:2]([Cl:3])(=[O:4])=[O:5].[CH3:41][CH2:42][O:43][C:44](=[O:45])[CH3:46].[CH3:6][O:7][c:8]1[cH:9][c:10]([CH:20]=[C:21]2[CH2:22][CH2:23][CH:24]3[N:25]([CH:26]([c:30]4[cH:31][c:32]([F:38])[c:33]([F:37])[c:34]([F:36])[cH:35]4)[CH2:27][NH:28][CH2:29]3)[C:39]2=[O:40])[cH:11][cH:12][c:13]1-[n:14]1[cH:15][n:16][c:17]([CH3:19])[cH:18]1.[Na+:52].[OH2:47]>>[CH3:1][S:2](=[O:4])(=[O:5])[N:28]1[CH2:27][CH:26]([c:30]2[cH:31][c:32]([F:38])[c:33]([F:37])[c:34]([F:36])[cH:35]2)[N:25]2[CH:24]([CH2:23][CH2:22][C:21](=[CH:20][c:10]3[cH:9][c:8]([O:7][CH3:6])[c:13](-[n:14]4[cH:15][n:16][c:17]([CH3:19])[cH:18]4)[cH:12][cH:11]3)[C:39]2=[O:40])[CH2:29]1. Reactants: CCCBr, CCO, S=C1NC2CCCCC2N1. The product is Br, CCCSC1=NC2CCCCC2N1. Reaction SMILES: [Br:11][CH2:12][CH2:13][CH3:14].[CH3:15][CH2:16][OH:17].[NH:1]1[C:2](=[S:10])[NH:3][CH:4]2[CH:5]1[CH2:6][CH2:7][CH2:8][CH2:9]2>>[BrH:11].[N:1]1=[C:2]([S:10][CH2:12][CH2:13][CH3:14])[NH:3][CH:4]2[CH:5]1[CH2:6][CH2:7][CH2:8][CH2:9]2. The reactants are C(C=C)OC[C@H]1CN(CCN1C)C1=NC2=C(NC=3SC(=CC13)C)C=CC=C2 ((R)-10-(3-allyloxymethyl-4-methyl-piperazin-1-yl)-2-methyl-4H-3-thia-4,9-diaza-benzo[f]azulene). The reagents and catalysts are [OH-].[Pd+2].[OH-] (palladium hydroxide). Run in C(C)O (ethanol). Yields the product CN1[C@H](CN(CC1)C1=NC2=C(NC=3SC(=CC13)C)C=CC=C2)COCCC ((R)-10-(4-Methyl-3-propoxymethyl-piperazin-1-yl)-2-methyl-4H-3-thia-4,9-diaza-benzo[f]azulene). The yield is 98.7%. Reaction SMILES: [CH2:1]([O:4][CH2:5][C@@H:6]1[N:11]([CH3:12])[CH2:10][CH2:9][N:8]([C:13]2[C:22]3[CH:21]=[C:20]([CH3:23])[S:19][C:18]=3[NH:17][C:16]3[CH:24]=[CH:25][CH:26]=[CH:27][C:15]=3[N:14]=2)[CH2:7]1)[CH:2]=[CH2:3]>C(O)C.[OH-].[Pd+2].[OH-]>[CH3:12][N:11]1[CH2:10][CH2:9][N:8]([C:13]2[C:22]3[CH:21]=[C:20]([CH3:23])[S:19][C:18]=3[NH:17][C:16]3[CH:24]=[CH:25][CH:26]=[CH:27][C:15]=3[N:14]=2)[CH2:7][C@@H:6]1[CH2:5][O:4][CH2:1][CH2:2][CH3:3] |f:2.3.4|. Procedure: Stir (R)-10-(3-allyloxymethyl-4-methyl-piperazin-1-yl)-2-methyl-4H-3-thia-4,9-diaza-benzo[f]azulene (270 mg), 20% palladium hydroxide (Degaussa type, 15 mg) in ethanol (0.014M)) under hydrogen atmosphere (1 atm) for 4 hours at room temperature. Filter and evaporate the solvent to afford the title compound as a yellow solid (268 mg): 1H NMR (CDCl3) δ 0.90 (t, 3H), 1.58 (m, 2H), 2.30 (s, 3H), 2.33 (m, 2H), 2.39 (s, 3H), 2.84 (m, 2H), 3.14 (t, 1H), 3.38 (t, 2H), 3.49 (d, 1H), 3.58 (d, 1H), 3.95 (d,... Procedure details: 3-[2-[N-(Benzyloxycarbonyl)-N-(2-methanesulfonyloxyethyl)amino]ethyl]-2,3-dihydro-1H-indol-2-one (158 mg) was dissolved in N,N-dimethylformamide (3 ml), added with sodium hydride (60%, in oil, 29.2 mg) and stirred at room temperature for 1.5 hours. The reaction mixture was added with water (10 ml) and extracted twice with dichloromethane (10 ml). The organic layer was dried over anhydrous magnesium sulfate, and then the solvent was evaporated under reduced pressure. The residue was purified by s... Isolated yield 60.7%. Solvent: CN(C=O)C (N,N-dimethylformamide). RXN SMILES: [CH2:1]([O:8][C:9]([N:11]([CH2:19][CH2:20][CH:21]1[C:29]2[C:24](=[CH:25][CH:26]=[CH:27][CH:28]=2)[NH:23][C:22]1=[O:30])[CH2:12][CH2:13]OS(C)(=O)=O)=[O:10])[C:2]1[CH:7]=[CH:6][CH:5]=[CH:4][CH:3]=1.[H-].[Na+].O>CN(C)C=O>[CH2:1]([O:8][C:9]([N:11]1[CH2:12][CH2:13][C:21]2([C:29]3[C:24](=[CH:25][CH:26]=[CH:27][CH:28]=3)[NH:23][C:22]2=[O:30])[CH2:20][CH2:19]1)=[O:10])[C:2]1[CH:7]=[CH:6][CH:5]=[CH:4][CH:3]=1 |f:1.2|. Conditions: time 1.5 hour. Product: C(C1=CC=CC=C1)OC(=O)N1CCC2(CC1)C(NC1=CC=CC=C12)=O (1′-(Benzyloxycarbonyl)spiro[3H-indole-3,4′-piperidin]-2(1H)-one). Starting materials: [H-].[Na+] (sodium hydride), C(C1=CC=CC=C1)OC(=O)N(CCOS(=O)(=O)C)CCC1C(NC2=CC=CC=C12)=O (3-[2-[N-(Benzyloxycarbonyl)-N-(2-methanesulfonyloxyethyl)amino]ethyl]-2,3-dihydro-1H-indol-2-one), O (water). Reactants: Clc1ncc(Cl)c(Cl)n1, c1ccc2[nH]ccc2c1. Product: Clc1ncc(Cl)c(-c2c[nH]c3ccccc23)n1. Reaction SMILES: [Cl:1][c:2]1[n:3][cH:4][c:5]([Cl:9])[c:6]([Cl:8])[n:7]1.[cH:10]1[cH:11][cH:12][c:13]2[nH:14][cH:15][cH:16][c:17]2[cH:18]1>>[Cl:1][c:2]1[n:3][cH:4][c:5]([Cl:9])[c:6](-[c:16]2[cH:15][nH:14][c:13]3[cH:12][cH:11][cH:10][cH:18][c:17]32)[n:7]1.